From a dataset of the Open Reaction Database (ORD), a public repository of structured organic reaction records. describe an organic reaction: reactants, conditions, products, and yield Reactants: CC(C)(CC(CC(C)(C)C)=O)C (2,2,6,6-tetramethyl-heptan-4-one), C(C)(=O)O.C(=N)N (formamidine acetate). Run in C(CCC)O (butanol). Conditions: temperature 130 celsius, time 24 hour. Product: C(C)(C)(C)C=1C(=NC=NC1)CC(C)(C)C (5-tert-butyl-4-(2,2-dimethyl-propyl)-pyrimidine). Yield: 40.4%. Reaction SMILES: [CH3:1][C:2]([CH3:12])([CH2:4][C:5](=O)[CH2:6][C:7]([CH3:10])([CH3:9])[CH3:8])[CH3:3].[C:13](O)(=O)C.[CH:17]([NH2:19])=[NH:18]>C(O)CCC>[C:2]([C:4]1[C:5]([CH2:6][C:7]([CH3:10])([CH3:9])[CH3:8])=[N:18][CH:17]=[N:19][CH:13]=1)([CH3:12])([CH3:3])[CH3:1] |f:1.2|. Procedure details: A 100 mL reaction flask is charged with 2,2,6,6-tetramethyl-heptan-4-one (10 g, 0.06 mol), formamidine acetate (33 g, 0.3 mol), and butanol (50 mL). The reaction mixture is heated to 130° C. and stirred for 24 hours. The crude mass is washed once with aqueous sulfuric acid (10%, 100 mL) followed by twice with brine (30 mL). Butanol is recovered by roto-evaporation. The crude product is further purified with liquid chromatography (Biotage® system) and then crystallized. Product 5-tert-butyl-4-(2,... Procedure details: 6-Chloro-4-(8-oxa-3-aza-bicyclo[3.2.1]oct-3-yl)-1H-pyrazolo[3,4-d]pyrimidine (21 mmol) is taken up as a suspension in dry ethyl acetate (50 mL). Following the addition of 4-toluenesulfonic acid monohydrate (25 mg), the mixture is heated to 60° C. and 3,4-dihydro-2H-pyran (2.5 mL) is added in drops. The reaction mixture is maintained at 60° C. for 18 hours and is then concentrated under reduced pressure. The residue is purified by flash silica gel chromatography. Following concentration of fracti... Solvent: COCCOC (ethylene glycol dimethyl ether). Product: C12CN(CC(CC1)O2)C2=C1C(=NC(=N2)C2=CC=C(C=C2)NC(C)=O)N(N=C1)C1OCCCC1 (N-{4-[4-(8-Oxa-3-aza-bicyclo[3.2.1]oct-3-yl)-1-(tetrahydro-pyran-2-yl)-1H-pyrazolo[3,4-d]pyrimidin-6-yl]-phenyl}-acetamide). Reactants: ClC1=NC(=C2C(=N1)N(N=C2)C2OCCCC2)N2CC1CCC(C2)O1 (6-Chloro-4-(8-oxa-3-aza-bicyclo[3.2.1]oct-3-yl)-1-(tetrahydro-pyran-2-yl)-1H-pyrazolo[3,4-d]pyrimidine), C(C)(=O)NC1=CC=C(C=C1)B(O)O (4-acetamidophenylboronic acid), C([O-])([O-])=O.[Na+].[Na+] (sodium carbonate). The reagents and catalysts are [Pd].C1(=CC=CC=C1)P(C1=CC=CC=C1)C1=CC=CC=C1.C1(=CC=CC=C1)P(C1=CC=CC=C1)C1=CC=CC=C1.C1(=CC=CC=C1)P(C1=CC=CC=C1)C1=CC=CC=C1.C1(=CC=CC=C1)P(C1=CC=CC=C1)C1=CC=CC=C1 (tetrakis(triphenylphosphine) palladium (0)). Reaction SMILES: Cl[C:2]1[N:7]=[C:6]2[N:8]([CH:11]3[CH2:16][CH2:15][CH2:14][CH2:13][O:12]3)[N:9]=[CH:10][C:5]2=[C:4]([N:17]2[CH2:23][CH:22]3[O:24][CH:19]([CH2:20][CH2:21]3)[CH2:18]2)[N:3]=1.[C:25]([NH:28][C:29]1[CH:34]=[CH:33][C:32](B(O)O)=[CH:31][CH:30]=1)(=[O:27])[CH3:26].C(=O)([O-])[O-].[Na+].[Na+]>[Pd].C1(P(C2C=CC=CC=2)C2C=CC=CC=2)C=CC=CC=1.C1(P(C2C=CC=CC=2)C2C=CC=CC=2)C=CC=CC=1.C1(P(C2C=CC=CC=2)C2C=CC=CC=2)C=CC=CC=1.C1(P(C2C=CC=CC=2)C2C=CC=CC=2)C=CC=CC=1.COCCOC>[CH:19]12[O:24][CH:22]([CH2:21][CH2:20]1)[CH2:23][N:17]([C:4]1[N:3]=[C:2]([C:32]3[CH:33]=[CH:34][C:29]([NH:28][C:25](=[O:27])[CH3:26])=[CH:30][CH:31]=3)[N:7]=[C:6]3[N:8]([CH:11]4[CH2:16][CH2:15][CH2:14][CH2:13][O:12]4)[N:9]=[CH:10][C:5]=13)[CH2:18]2 |f:2.3.4,5.6.7.8.9|. Starting materials: C(#N)C1CC2=C(C3=C(OC4=C2C=CC=C4)C=CC=C3)CC1 (2-cyano-1,2,3,4-tetrahydro-tribenzo(b,d,f)-oxepine), C(COCCO)O (diethyleneglycol), C(#N)C1CC2=C(C3=C(OC4=C2C=CC=C4)C=CC=C3)CC1 (2-cyano-1,2,3,4-tetrahydro-tribenzo(b,d,f)-oxepine), O (water). Run in [OH-].[K+] (KOH). The product is C(=O)(O)C1CC2=C(C3=C(OC4=C2C=CC=C4)C=CC=C3)CC1 (2-carboxy-1,2,3,4-tetrahydro-tribenzo(b,d,f)-oxepine). As a reaction SMILES: [C:1]([CH:3]1[CH2:21][CH2:20][C:6]2[C:7]3[CH:19]=[CH:18][CH:17]=[CH:16][C:8]=3[O:9][C:10]3[CH:15]=[CH:14][CH:13]=[CH:12][C:11]=3[C:5]=2[CH2:4]1)#N.[OH2:22].C(O)C[O:25]CCO>[OH-].[K+]>[C:1]([CH:3]1[CH2:21][CH2:20][C:6]2[C:7]3[CH:19]=[CH:18][CH:17]=[CH:16][C:8]=3[O:9][C:10]3[CH:15]=[CH:14][CH:13]=[CH:12][C:11]=3[C:5]=2[CH2:4]1)([OH:25])=[O:22] |f:3.4|. Reported procedure: 1.5 g of 2-cyano-1,2,3,4-tetrahydro-tribenzo(b,d,f)-oxepine ("starting material 6") is suspended in 80 ml diethyleneglycol and 65 ml of an aqueous KOH solution (40%). The mixture is refluxed for 5 hours. After cooling the mixture to ambient temperature, it is poured into 450 ml water. The aqueous mixture is extracted with ether to remove non-acidic material. The water-phase is acidified to about pH 3, whereupon the mixture is extracted with ether. The ether extracts are washed, dried and then ev... Starting materials: O (water), C(CCCCCCC)C1=CC2=C(S1)SC(=C2)C=O (5-n-octylthieno[2,3-b]thiophene-2-carbaldehyde), C(CCCC)C(CO)CO (2-n-pentylpropane-1,3-diol), C=1(C(=CC=CC1)S(=O)(=O)O)C (toluenesulfonic acid). Solvent: C1(=CC=CC=C1)C (toluene). The product is C(CCCCCCC)C1=CC2=C(S1)SC(=C2)[C@@H]2OC[C@H](CO2)CCCCC (trans-2-(5-n-octylthieno[2,3-b]thien-2-yl)-5-n-pentyl-1,3-dioxane). Reaction SMILES: [CH2:1]([C:9]1[S:13][C:12]2[S:14][C:15]([CH:17]=[O:18])=[CH:16][C:11]=2[CH:10]=1)[CH2:2][CH2:3][CH2:4][CH2:5][CH2:6][CH2:7][CH3:8].[CH2:19]([CH:24]([CH2:27]O)[CH2:25][OH:26])[CH2:20][CH2:21][CH2:22][CH3:23].C1(C)C(S(O)(=O)=O)=CC=CC=1.O>C1(C)C=CC=CC=1>[CH2:1]([C:9]1[S:13][C:12]2[S:14][C:15]([C@H:17]3[O:26][CH2:25][C@H:24]([CH2:19][CH2:20][CH2:21][CH2:22][CH3:23])[CH2:27][O:18]3)=[CH:16][C:11]=2[CH:10]=1)[CH2:2][CH2:3][CH2:4][CH2:5][CH2:6][CH2:7][CH3:8]. Procedure: 20.4 g of 5-n-octylthieno[2,3-b]thiophene-2-carbaldehyde (obtainable from 2-n-octylthieno[2,3-b]thiophene by Vilsmeyer formylation with phosphorus oxychloride/dimethylformamide) and 9.5 g of 2-n-pentylpropane-1,3-diol are dissolved in 150 ml of toluene, a pinch of toluenesulfonic acid is added, and the mixture is heated under a water separator until water is no longer separated off. The acid is washed out with sodium bicarbonate solution, the organic phase is dried over sodium sulfate, and the t... Reactants: OCc1ccc(Br)cn1, C1COCCN1, ClCCl, ClC(Cl)Cl, O=S(Cl)Cl. Yields the product Brc1ccc(CN2CCOCC2)nc1. RXN SMILES: [Br:5][c:6]1[cH:7][cH:8][c:9]([CH2:12][OH:13])[n:10][cH:11]1.[CH2:14]1[CH2:15][O:16][CH2:17][CH2:18][NH:19]1.[Cl:20][CH2:21][Cl:22].[Cl:23][CH:24]([Cl:25])[Cl:26].[S:1]([Cl:2])([Cl:3])=[O:4]>>[Br:5][c:6]1[cH:7][cH:8][c:9]([CH2:12][N:19]2[CH2:14][CH2:15][O:16][CH2:17][CH2:18]2)[n:10][cH:11]1. Starting materials: Cl (hydrochloricacid), [N+](=O)([O-])C1=CC=C(C(CNC2=C(NC3=CC(=CC(=C23)Cl)Cl)C(=O)OCC)=O)C=C1 (3-[(4-nitrophenacyl)amino]-2-carbethoxy-4,6-dichloroindole), O1CCCC1 (tetrahydrofuran), O.[OH-].[Li+] (lithium hydroxide monohydrate). The solvent is O (water). Product: [N+](=O)([O-])C1=CC=C(C(CNC2=C(NC3=CC(=CC(=C23)Cl)Cl)C(=O)O)=O)C=C1 (3-[(4-Nitrophenacyl)amino]-2-carboxy-4,6-dichloroindole). The yield is 95.2%. RXN SMILES: [N+:1]([C:4]1[CH:29]=[CH:28][C:7]([C:8](=[O:27])[CH2:9][NH:10][C:11]2[C:19]3[C:14](=[CH:15][C:16]([Cl:21])=[CH:17][C:18]=3[Cl:20])[NH:13][C:12]=2[C:22]([O:24]CC)=[O:23])=[CH:6][CH:5]=1)([O-:3])=[O:2].O1CCCC1.O.[OH-].[Li+].Cl>O>[N+:1]([C:4]1[CH:5]=[CH:6][C:7]([C:8](=[O:27])[CH2:9][NH:10][C:11]2[C:19]3[C:14](=[CH:15][C:16]([Cl:21])=[CH:17][C:18]=3[Cl:20])[NH:13][C:12]=2[C:22]([OH:24])=[O:23])=[CH:28][CH:29]=1)([O-:3])=[O:2] |f:2.3.4|. Procedure details: Mix 3-[(4-nitrophenacyl)amino]-2-carbethoxy-4,6-dichloroindole (161 mg, 0.381 mmol), tetrahydrofuran (20 ml) and water (20 mL). Add lithium hydroxide monohydrate (64 mg, 1.52 mmol) and stir overnight. Heat at reflux for 4 hours, cool to room temperature and pour onto 1N hydrochloricacid (100 mL). Collect the resulting solid by filtration and air dry to give the title compound (148 mg, 99%); mp 270°-72° C.